From a dataset of the Open Reaction Database (ORD), a public repository of structured organic reaction records. describe an organic reaction: reactants, conditions, products, and yield Starting materials: CCOC(=O)c1cccc(NC(C(=O)O)c2ccccc2)c1, C1CCOC1, CCN(C(C)C)C(C)C, Cl, OC1CN2CCC1CC2, On1nnc2ccccc21. The product is CCOC(=O)c1cccc(NC(C(=O)OC2CN3CCC2CC3)c2ccccc2)c1. As a reaction SMILES: [CH2:2]([CH3:3])[O:4][C:5]([c:6]1[cH:7][c:8]([NH:12][CH:13]([c:14]2[cH:15][cH:16][cH:17][cH:18][cH:19]2)[C:20](=[O:21])[OH:22])[cH:9][cH:10][cH:11]1)=[O:23].[CH2:52]1[O:53][CH2:54][CH2:55][CH2:56]1.[CH:43]([N:44]([CH2:45][CH3:46])[CH:47]([CH3:48])[CH3:49])([CH3:50])[CH3:51].[ClH:1].[N:34]12[CH2:35][CH:36]([OH:42])[CH:37]([CH2:38][CH2:39]1)[CH2:40][CH2:41]2.[OH:24][n:25]1[c:26]2[c:27]([cH:28][cH:29][cH:30][cH:31]2)[n:32][n:33]1>>[CH2:2]([CH3:3])[O:4][C:5]([c:6]1[cH:7][c:8]([NH:12][CH:13]([c:14]2[cH:15][cH:16][cH:17][cH:18][cH:19]2)[C:20](=[O:21])[O:22][CH:36]2[CH2:35][N:34]3[CH2:39][CH2:38][CH:37]2[CH2:40][CH2:41]3)[cH:9][cH:10][cH:11]1)=[O:23]. Reactants: Cl (hydrochloric acid), C([O-])([O-])=O.[Ca+2] (calcium carbonate), [N+](=O)([O-])C1=C(N)C=CC=C1 (2-nitroaniline), ClC(=O)OCCCl (2-chloroethyl chloroformate). The solvent is O (water), COCCOC (monoethylene glycol dimethylether), O (water). Reaction conditions: temperature 80 celsius. The product is OCCNC1=C(C=CC=C1)[N+](=O)[O-] (2-hydroxyethylamino-nitrobenzene). Reaction SMILES: C(=O)([O-])[O-].[Ca+2].[N+:6]([C:9]1[CH:15]=[CH:14][CH:13]=[CH:12][C:10]=1[NH2:11])([O-:8])=[O:7].ClC([O:19][CH2:20][CH2:21]Cl)=O.Cl>COCCOC.O>[OH:19][CH2:20][CH2:21][NH:11][C:10]1[CH:12]=[CH:13][CH:14]=[CH:15][C:9]=1[N+:6]([O-:8])=[O:7] |f:0.1|. Procedure: 60.1 g of calcium carbonate are added to a solution of 138.1 g of 2-nitroaniline in 360 g of monoethylene glycol dimethylether and 60 g of water. 150.0 g of 2-chloroethyl chloroformate are then metered in at 80° C. and the reaction is brought to completion by subsequent stirring at 80° C. 100 g of water and 8.7 g of 35% strength hydrochloric acid are then added, up to a pH of 1, and the lower aqueous phase is separated off. The upper organic phase is diluted with 90 g of monoethylene glycol dime... Reactants: C(C1=CC=CC=C1)N1CCC(CC1)N (N-benzyl-4-amino piperidine), C(=O)(OCC1=CC=CC=C1)N[C@@H](CC(C)C)C(=O)O (CBZ-leucine), C(CCl)Cl (EDC), C=1C=CC2=C(C1)N=NN2O (HOBT). Solvent: C(Cl)(Cl)Cl (CHCl3), C(Cl)Cl (CH2Cl2). Product: C(C1=CC=CC=C1)N1CCC(CC1)NC([C@@H](NC(=O)OCC1=CC=CC=C1)CC(C)C)=O (1-benzyl-4-[[Nα-(benzyloxycarbonyl)-L-leucinyl]amino]-piperidine). Yield: 86.4%. As a reaction SMILES: [CH2:1]([N:8]1[CH2:13][CH2:12][CH:11]([NH2:14])[CH2:10][CH2:9]1)[C:2]1[CH:7]=[CH:6][CH:5]=[CH:4][CH:3]=1.[C:15]([NH:25][C@H:26]([C:31](O)=[O:32])[CH2:27][CH:28]([CH3:30])[CH3:29])([O:17][CH2:18][C:19]1[CH:24]=[CH:23][CH:22]=[CH:21][CH:20]=1)=[O:16].C(Cl)CCl.C1C=CC2N(O)N=NC=2C=1>C(Cl)Cl.C(Cl)(Cl)Cl>[CH2:1]([N:8]1[CH2:13][CH2:12][CH:11]([NH:14][C:31](=[O:32])[C@H:26]([CH2:27][CH:28]([CH3:29])[CH3:30])[NH:25][C:15]([O:17][CH2:18][C:19]2[CH:24]=[CH:23][CH:22]=[CH:21][CH:20]=2)=[O:16])[CH2:10][CH2:9]1)[C:2]1[CH:3]=[CH:4][CH:5]=[CH:6][CH:7]=1. Procedure: To a solution of N-benzyl-4-amino piperidine (0.50 g) in CH2Cl2 (10 mL) was added CBZ-leucine (695 mg), EDC (552.5 mg) and HOBT (356.6 mg). The reaction was stirred at room temperature until complete as indicated by TLC analysis. The reaction was dissolved in CHCl3 and washed with 10% Na2CO3, brine, dried (MgSO4), filtered, concentrated and chromatographed (3:1 EtOAc:hexanes) to give 0.99 g of the title compound: MS(ES+) 438 (MH+). The reactants are C(C)N(CCN)CC (N,N-diethylethylenediamine), C(=O)(N1C=NC=C1)N1C=NC=C1 (1,1'-carbonyldiimidazole), FC1=CC=C(C=C1)NC(C1CCNCC1)C1=CC=C(C=C1)F (N,α-bis(4-fluorophenyl)-4-piperidinemethanamine). The solvent is C(Cl)Cl (methylene chloride), O1CCCC1 (tetrahydrofuran). Product: O.C(C)N(CCNC(=O)N1CCC(CC1)C(NC1=CC=C(C=C1)F)C1=CC=C(C=C1)F)CC.C(C)N(CC)CCNC(=O)N1CCC(CC1)C(C1=CC=C(C=C1)F)NC1=CC=C(C=C1)F (N-[2-(Diethylamino)ethyl]-4-[(4-fluorophenyl)[(4-fluorophenyl)amino]methyl]-1-piperidinecarboxamide hemihydrate). The yield is 124.1%. As a reaction SMILES: [CH2:1]([N:3]([CH2:7][CH3:8])[CH2:4][CH2:5][NH2:6])[CH3:2].[C:9]([N:16]1[CH:20]=[CH:19]N=[CH:17]1)(N1C=CN=C1)=[O:10].[F:21][C:22]1[CH:27]=[CH:26][C:25]([NH:28][CH:29]([C:36]2[CH:41]=[CH:40][C:39]([F:42])=[CH:38][CH:37]=2)[CH:30]2[CH2:35][CH2:34][NH:33][CH2:32][CH2:31]2)=[CH:24][CH:23]=1>O1CCCC1.C(Cl)Cl>[OH2:10].[CH2:1]([N:3]([CH2:7][CH3:8])[CH2:4][CH2:5][NH:6][C:9]([N:16]1[CH2:17][CH2:31][CH:30]([CH:29]([C:36]2[CH:37]=[CH:38][C:39]([F:42])=[CH:40][CH:41]=2)[NH:28][C:25]2[CH:24]=[CH:23][C:22]([F:21])=[CH:27][CH:26]=2)[CH2:19][CH2:20]1)=[O:10])[CH3:2].[CH2:1]([N:3]([CH2:4][CH2:5][NH:6][C:9]([N:33]1[CH2:34][CH2:35][CH:30]([CH:29]([NH:28][C:25]2[CH:24]=[CH:23][C:22]([F:21])=[CH:27][CH:26]=2)[C:36]2[CH:37]=[CH:38][C:39]([F:42])=[CH:40][CH:41]=2)[CH2:31][CH2:32]1)=[O:10])[CH2:7][CH3:8])[CH3:2] |f:5.6.7|. Procedure details: A solution of N,N-diethylethylenediamine (1.63 g, 0.014 mol) and 1,1'-carbonyldiimidazole (2.43 g, 0.015 mol) in 100 mL of tetrahydrofuran was stirred at room temperature under nitrogen for 2 h. A solution of N,α-bis(4-fluorophenyl)-4-piperidinemethanamine (3.76 g, 0.01245 mol) was added. The resulting solution was heated at reflux 16 h under nitrogen. The solution was cooled to room temperature and concentrated to dryness. The brown residue obtained was dissolved in methylene chloride. The meth... Starting materials: Cl.Cl.O[C@@H]1C[C@H](NC1)COC1=NC=CC=C1 ((trans-4hydroxy-2-(S)-pyrrolidinyl)methoxypyridine dihydrochloride), [F-].C(C)(C)(C)[N+](C(C)(C)C)(C(C)(C)C)C(C)(C)C (tetra-(t-butyl)ammonium fluoride). The solvent is C1CCOC1 (THF). Conditions: time 16 hour. The product is O[C@@H]1C[C@H](NC1)COC=1C=NC=CC1 (3-((trans-4-hydroxy-2-(S)-pyrrolidinyl)methoxy)pyridine). Reaction SMILES: Cl.Cl.[OH:3][C@H:4]1[CH2:8][NH:7][C@H:6]([CH2:9][O:10][C:11]2[CH:16]=[CH:15][CH:14]=CN=2)[CH2:5]1.[F-].[C:18]([N+:22](C(C)(C)C)(C(C)(C)C)C(C)(C)C)(C)(C)C>C1COCC1>[OH:3][C@H:4]1[CH2:8][NH:7][C@H:6]([CH2:9][O:10][C:11]2[CH:18]=[N:22][CH:14]=[CH:15][CH:16]=2)[CH2:5]1 |f:0.1.2,3.4|. Procedure details: A 1.35 g sample of the compound from step 72d above was dissolved in 9 mL of THF and 9.3 mL of tetra-(t-butyl)ammonium fluoride was added. The reaction mixture was stirred at room temperature for 16 hours, and the volatiles were removed under vacuum. The residue was purified on silica gel, eluting with 3:1 ethyl acetate:hexane, to give the title compound. The reactants are Brc1cccc2cc[nH]c12, [Li]C(C)(C)C, C1CCOC1, CSSC. Product: CSc1cccc2cc[nH]c12. As a reaction SMILES: [Br:1][c:2]1[cH:3][cH:4][cH:5][c:6]2[cH:7][cH:8][nH:9][c:10]12.[C:11]([Li:12])([CH3:13])([CH3:14])[CH3:15].[CH2:20]1[O:21][CH2:22][CH2:23][CH2:24]1.[CH3:16][S:17][S:18][CH3:19]>>[c:2]1([S:17][CH3:16])[cH:3][cH:4][cH:5][c:6]2[cH:7][cH:8][nH:9][c:10]12.